Dataset: the Open Reaction Database (ORD), a public repository of structured organic reaction records. Task: describe an organic reaction: reactants, conditions, products, and yield Starting materials: FC1=CC=C(C=C1)SCC(C(CC(C)=O)O)C (6-(4-fluorophenylthio)-4-hydroxy-5-methyl-2-hexanone), C1(=CC=C(C=C1)S(=O)(=O)O)C (p-toluene sulfonic acid). The solvent is C1(=CC=CC=C1)C (toluene). Product: FC1=CC=C(C=C1)SCC(C=CC(C)=O)C (6-(4-fluorophenylthio)-5-methyl-3-hexen-2-one). The yield is 96.8%. As a reaction SMILES: [F:1][C:2]1[CH:7]=[CH:6][C:5]([S:8][CH2:9][CH:10]([CH3:17])[CH:11](O)[CH2:12][C:13](=[O:15])[CH3:14])=[CH:4][CH:3]=1.C1(C)C=CC(S(O)(=O)=O)=CC=1>C1(C)C=CC=CC=1>[F:1][C:2]1[CH:3]=[CH:4][C:5]([S:8][CH2:9][CH:10]([CH3:17])[CH:11]=[CH:12][C:13](=[O:15])[CH3:14])=[CH:6][CH:7]=1. Reported procedure: 1.00 Gram of 6-(4-fluorophenylthio)-4-hydroxy-5-methyl-2-hexanone was dissolved in 100 ml of toluene, and 0.02 g of p-toluene sulfonic acid was added thereto. The resulting mixture was refluxed for 1.5 hours with stirring. After having been cooled, the mixture was washed with a saturated aqueous sodium hydrogencarbonate solution and then saturated aqueous sodium chloride solution. Then the mixture was dried over anhydrous magnesium sulfate. Removing the solvent from the mixture under reduced pre... The reactants are [OH-].[Na+] (NaOH), CC1=CC=2CC3=CC=CC=C3C2C=C1 (2-methylfluorene), Cl.N1=CC=C(C=C1)CCl (4-picolylchloride hydrochloride). Run in C1(=CC=CC=C1)C (toluene). Yields the product N1=CC=C(C=C1)CC1(C2=CC=CC=C2C=2C=CC(=CC12)C)CC1=CC=NC=C1 (9,9-Bis(4-pyridinylmethyl)-2-methylfluorene), product. Reaction SMILES: [CH3:1][C:2]1[CH:14]=[CH:13][C:12]2[C:11]3[C:6](=[CH:7][CH:8]=[CH:9][CH:10]=3)[CH2:5][C:4]=2[CH:3]=1.Cl.[N:16]1[CH:21]=[CH:20][C:19]([CH2:22]Cl)=[CH:18][CH:17]=1.[OH-].[Na+]>C1(C)C=CC=CC=1>[N:16]1[CH:21]=[CH:20][C:19]([CH2:22][C:5]2([CH2:22][C:19]3[CH:20]=[CH:21][N:16]=[CH:17][CH:18]=3)[C:4]3[CH:3]=[C:2]([CH3:1])[CH:14]=[CH:13][C:12]=3[C:11]3[C:6]2=[CH:7][CH:8]=[CH:9][CH:10]=3)=[CH:18][CH:17]=1 |f:1.2,3.4|. Reported procedure: The title compound was prepared following the procedure of Example 5 from 0.95 g of 2-methylfluorene, 2.17 g of 4-picolylchloride hydrochloride, 50 mg of cetyl(Bu)3PBr, 30 ml toluene, and 5 ml 50% NaOH by reaction at 50° for 6 hrs. The material was chromatographed to yield 0.2 g product. NMR (CDCl3, 200 MHz) δ: 2.47(s,3H), 3.37(s,4H), 6.49(d,J=5.3 Hz,4H), 7.03-7.45(arom.H), 8.09(d,4H). HRMS calculated for C26H22N2 : 362.1783 Found: 362.1778 Starting materials: C(CCCCCCCCCCC)OC1=CC=C2C=CC(=CC2=C1)O (7-dodecyloxy-2-naphthol). The reagents and catalysts are C1=C(C=CC2=CC=CC=C12)O (2-naphthol). The solvent is C(Cl)(Cl)(Cl)Cl (CCl4), C(Cl)(Cl)(Cl)Cl (CCl4). Run at time 10 minute. Yields the product C1=CC=C2C(=C1)C=CC(=C2C3=C(C=CC4=CC=CC=C43)O)O ((R)-BINOL). Yield: 94.0%. RXN SMILES: C(O[C:14]1[CH:23]=[C:22]2[C:17]([CH:18]=[CH:19][C:20]([OH:24])=[CH:21]2)=[CH:16][CH:15]=1)CCCCCCCCCCC>C1C2C(=CC=CC=2)C=CC=1O.C(Cl)(Cl)(Cl)Cl>[CH:15]1[CH:16]=[C:17]2[CH:18]=[CH:19][C:20]([OH:24])=[C:21]([C:21]3[C:22]4[C:17](=[CH:16][CH:15]=[CH:14][CH:23]=4)[CH:18]=[CH:19][C:20]=3[OH:24])[C:22]2=[CH:23][CH:14]=1. Reported procedure: A reaction flask described in example 9 was charged with a solution of catalyst 1c (12.2 mg, 0.02 mmol) in anhydrous CCl4 (1 mL). The solution was stirred for 10 min under an oxygen atmosphere and then treated with a solution of 7-dodecyloxy-2-naphthol (66 mg, 0.2 mmol) in anhydrous CCl4 (1 mL) under 0° C. The reaction mixture was stirred at 0° C. until the reaction was complete (monitored by TLC). The crude mixture was concentrated under reduced pressure, and purified by column chromatography (... Starting materials: C(=O)(O)C=1OC2=C(C1)C=CC=C2O (2-Carboxy-7-hydroxybenzofuran), BrCC(=O)OCC (ethyl bromoacetate). Yields the product C(C)OC(=O)COC(=O)C=1OC2=C(C1)C=CC=C2OCC(=O)OCC (2-(ethoxycarbonylmethoxycarbonyl)-7-(ethoxycarbonylmethoxy)benzofuran). Yield: 78.0%. As a reaction SMILES: [C:1]([C:4]1[O:5][C:6]2[C:12]([OH:13])=[CH:11][CH:10]=[CH:9][C:7]=2[CH:8]=1)([OH:3])=[O:2].Br[CH2:15][C:16]([O:18][CH2:19][CH3:20])=[O:17]>>[CH2:19]([O:18][C:16]([CH2:15][O:2][C:1]([C:4]1[O:5][C:6]2[C:12]([O:13][CH2:15][C:16]([O:18][CH2:19][CH3:20])=[O:17])=[CH:11][CH:10]=[CH:9][C:7]=2[CH:8]=1)=[O:3])=[O:17])[CH3:20]. Reported procedure: 2-Carboxy-7-hydroxybenzofuran and ethyl bromoacetate were reacted to give 2-(ethoxycarbonylmethoxycarbonyl)-7-(ethoxycarbonylmethoxy)benzofuran (yield: 78%, MS (m/z): 350 (M+), 305, 277, 249 and 219), which was then reacted with chlorosulfonic acid as in Example 1, yielding 2-(ethoxycarbonylmethoxycarbonyl)-4-chlorosulfonyl-7-ethoxycarbonylmethoxybenzofuran (yield: 68%, MS (m/z): 448 (M+), 413, 382 and 350). The obtained chlorosulfonyl compound was reacted with glycine ethyl ester hydrochloride ... Starting materials: CC(C)C(=O)Cl, CCN(C(C)C)C(C)C, ClCCl, Cl, Cl, Cl, CC(C)C(=O)N1N=C(c2cc(F)ccc2F)OC1(CCCN)c1ccccc1. Product: CC(C)C(=O)NCCCC1(c2ccccc2)OC(c2cc(F)ccc2F)=NN1C(=O)C(C)C. RXN SMILES: [C:40]([CH:41]([CH3:42])[CH3:43])(=[O:44])[Cl:45].[CH:31]([N:32]([CH2:33][CH3:34])[CH:35]([CH3:36])[CH3:37])([CH3:38])[CH3:39].[Cl:47][CH2:48][Cl:49].[ClH:1].[ClH:2].[ClH:46].[NH2:3][CH2:4][CH2:5][CH2:6][C:7]1([c:25]2[cH:26][cH:27][cH:28][cH:29][cH:30]2)[O:8][C:9]([c:17]2[c:18]([F:24])[cH:19][cH:20][c:21]([F:23])[cH:22]2)=[N:10][N:11]1[C:12]([CH:13]([CH3:14])[CH3:15])=[O:16]>>[NH:3]([CH2:4][CH2:5][CH2:6][C:7]1([c:25]2[cH:26][cH:27][cH:28][cH:29][cH:30]2)[O:8][C:9]([c:17]2[c:18]([F:24])[cH:19][cH:20][c:21]([F:23])[cH:22]2)=[N:10][N:11]1[C:12]([CH:13]([CH3:14])[CH3:15])=[O:16])[C:40]([CH:41]([CH3:42])[CH3:43])=[O:44]. The reactants are CCO, O=[N+]([O-])c1ccc(NCCN2CCCC2)cc1, NN, O. RXN SMILES: [CH3:21][CH2:22][OH:23].[N+:1]([O-:2])(=[O:3])[c:4]1[cH:5][cH:6][c:7]([NH:10][CH2:11][CH2:12][N:13]2[CH2:14][CH2:15][CH2:16][CH2:17]2)[cH:8][cH:9]1.[NH2:19][NH2:20].[OH2:18]>>[NH2:1][c:4]1[cH:5][cH:6][c:7]([NH:10][CH2:11][CH2:12][N:13]2[CH2:14][CH2:15][CH2:16][CH2:17]2)[cH:8][cH:9]1. Yields the product Nc1ccc(NCCN2CCCC2)cc1. The reactants are O=CC[C@@H]1CC[C@H](CC1)NC(=O)C1=CC=NC2=CC=CC=C12 (quinoline-4-carboxylic acid trans-[4-(2-oxo-ethyl)-cyclohexyl]-amide), ClC=1C=C(OC2CCNCC2)C=CC1Cl (4-(3,4-dichloro-phenoxy)-piperidine). The product is ClC=1C=C(OC2CCN(CC2)CC[C@@H]2CC[C@H](CC2)NC(=O)C2=CC=NC3=CC=CC=C23)C=CC1Cl (Quinoline-4-carboxylic acid trans(4-{2-[4-(3,4-dichloro-phenoxy)-piperidin-1-yl]-ethyl}-cyclohexyl)-amide). Reaction SMILES: O=[CH:2][CH2:3][C@H:4]1[CH2:9][CH2:8][C@H:7]([NH:10][C:11]([C:13]2[C:22]3[C:17](=[CH:18][CH:19]=[CH:20][CH:21]=3)[N:16]=[CH:15][CH:14]=2)=[O:12])[CH2:6][CH2:5]1.[Cl:23][C:24]1[CH:25]=[C:26]([CH:34]=[CH:35][C:36]=1[Cl:37])[O:27][CH:28]1[CH2:33][CH2:32][NH:31][CH2:30][CH2:29]1>>[Cl:23][C:24]1[CH:25]=[C:26]([CH:34]=[CH:35][C:36]=1[Cl:37])[O:27][CH:28]1[CH2:33][CH2:32][N:31]([CH2:2][CH2:3][C@H:4]2[CH2:9][CH2:8][C@H:7]([NH:10][C:11]([C:13]3[C:22]4[C:17](=[CH:18][CH:19]=[CH:20][CH:21]=4)[N:16]=[CH:15][CH:14]=3)=[O:12])[CH2:6][CH2:5]2)[CH2:30][CH2:29]1. Procedure details: The title compound was prepared analogously to example 71 using quinoline-4-carboxylic acid trans-[4-(2-oxo-ethyl)-cyclohexyl]-amide and 4-(3,4-dichloro-phenoxy)-piperidine as starting materials. Starting materials: Brc1cc2ncnc(Nc3ccc4[nH]ccc4c3)c2s1, Cc1ccc(B(O)O)cc1, CS(C)=O. Product: Cc1ccc(-c2cc3ncnc(Nc4ccc5[nH]ccc5c4)c3s2)cc1. As a reaction SMILES: [Br:11][c:12]1[cH:13][c:14]2[n:15][cH:16][n:17][c:18]([NH:21][c:22]3[cH:23][c:24]4[cH:25][cH:26][nH:27][c:28]4[cH:29][cH:30]3)[c:19]2[s:20]1.[CH3:1][c:2]1[cH:3][cH:4][c:5]([B:8]([OH:9])[OH:10])[cH:6][cH:7]1.[CH3:31][S:32]([CH3:33])=[O:34]>>[CH3:1][c:2]1[cH:3][cH:4][c:5](-[c:12]2[cH:13][c:14]3[n:15][cH:16][n:17][c:18]([NH:21][c:22]4[cH:23][c:24]5[cH:25][cH:26][nH:27][c:28]5[cH:29][cH:30]4)[c:19]3[s:20]2)[cH:6][cH:7]1. Reactants: C1(=CC=CC=C1)[C@H]1NC(OC1)=O ((R)-4-phenyloxazolidin-2-one), C(C(=C)C)(=O)Cl (methacryloyl chloride), O (Water), [Li]CCCC (n-BuLi). The solvent is C1CCOC1 (THF), C1CCOC1 (THF). Reaction conditions: temperature -78 celsius, time 0.5 hour. Product: C(C(=C)C)(=O)N1C(OC[C@H]1C1=CC=CC=C1)=O ((R)-3-methacryloyl-4-phenyloxazolidin-2-one). RXN SMILES: [C:1]1([C@@H:7]2[CH2:11][O:10][C:9](=[O:12])[NH:8]2)[CH:6]=[CH:5][CH:4]=[CH:3][CH:2]=1.[Li]CCCC.[C:18](Cl)(=[O:22])[C:19]([CH3:21])=[CH2:20].O>C1COCC1>[C:18]([N:8]1[C@H:7]([C:1]2[CH:2]=[CH:3][CH:4]=[CH:5][CH:6]=2)[CH2:11][O:10][C:9]1=[O:12])(=[O:22])[C:19]([CH3:21])=[CH2:20]. Procedure: To a solution of (R)-4-phenyloxazolidin-2-one (65.00 g, 398.3 mmol) in dry THF (612.8 mL) at −78° C. was quickly added n-BuLi (167.3 mL, 418.3 mmol) dropwise, and the mixture was stirred at −78° C. for 0.5 hours. To this cold stirring solution was quickly added dropwise a solution of methacryloyl chloride (40.86 mL, 418.3 mmol) in THF (60 mL), and the mixture was allowed to warm to ambient temperature and stirred for 0.5 hours. Water (300 mL) was added and the suspension was stirred for 1 hour a...